Dataset: the Open Reaction Database (ORD), a public repository of structured organic reaction records. Task: describe an organic reaction: reactants, conditions, products, and yield Reactants: O1C(=CC=C1)C1CC(C(=O)O1)=C=O (4-(2-furyl)-carbonyl-γ-butyrolactone), O.NN (hydrazine hydrate), C(C)O (ethanol). Reaction conditions: temperature 50 celsius, time 1 hour. Yields the product O1C(=CC=C1)C=1C(CC(NN1)=O)CO (2,3,4,5-Tetrahydro-6-(2-furyl)-5-hydroxymethyl-pyridazin-3-one). Reaction SMILES: [O:1]1[CH:5]=[CH:4][CH:3]=[C:2]1[CH:6]1[O:11][C:9](=O)[C:8](=C=O)[CH2:7]1.O.[NH2:15][NH2:16].[CH2:17]([OH:19])C>>[O:11]1[CH:9]=[CH:8][CH:7]=[C:6]1[C:2]1[CH:3]([CH2:17][OH:19])[CH2:4][C:5](=[O:1])[NH:15][N:16]=1 |f:1.2|. Procedure details: 4.7 g (0.026 mol) of 4-(2-furyl)-carbonyl-γ-butyrolactone and 1.5 ml (0.03 mol) of hydrazine hydrate are dissolved in 40 ml of ethanol at room temperature and stirred at 50° C. for 1 hour. After the mixture has been concentrated, the reaction product is subjected to fractionation by chromatography over a silica gel column using methylene chloride/methanol=9:1 as the mobile phase. The reactants are CCOC(=O)c1nnc(CNC(=O)OC(C)(C)C)o1, CCOC(C)=O, ClCCl, Cl, C1COCCO1. Product: CCOC(=O)c1nnc(CN)o1. As a reaction SMILES: [C:1]([O:2][C:3](=[O:4])[NH:8][CH2:9][c:10]1[n:11][n:12][c:13]([C:15](=[O:16])[O:17][CH2:18][CH3:19])[o:14]1)([CH3:5])([CH3:6])[CH3:7].[C:21]([O:22][CH2:23][CH3:24])(=[O:25])[CH3:26].[CH2:27]([Cl:28])[Cl:29].[ClH:20].[O:30]1[CH2:31][CH2:32][O:33][CH2:34][CH2:35]1>>[NH2:8][CH2:9][c:10]1[n:11][n:12][c:13]([C:15](=[O:16])[O:17][CH2:18][CH3:19])[o:14]1. Starting materials: CC(Br)(Br)C(=O)C(F)(F)F, CC(=O)[O-], C#CCN1C(=O)COc2cc(F)c(NN)cc21, [Na+], O. The product is C#CCN1C(=O)COc2cc(F)c(NN=C(C)C(=O)C(F)(F)F)cc21. RXN SMILES: [Br:6][C:7]([C:8]([C:9]([F:10])([F:11])[F:12])=[O:13])([CH3:14])[Br:15].[CH3:2][C:3](=[O:4])[O-:5].[F:16][c:17]1[cH:18][c:19]2[c:20]([cH:29][c:30]1[NH:31][NH2:32])[N:21]([CH2:26][C:27]#[CH:28])[C:22](=[O:25])[CH2:23][O:24]2.[Na+:1].[OH2:33]>>[C:7]([C:8]([C:9]([F:10])([F:11])[F:12])=[O:13])([CH3:14])=[N:32][NH:31][c:30]1[c:17]([F:16])[cH:18][c:19]2[c:20]([cH:29]1)[N:21]([CH2:26][C:27]#[CH:28])[C:22](=[O:25])[CH2:23][O:24]2. Starting materials: CC(C)(C)[Si](C)(C)Oc1ccc(CCCCNC(=O)OCc2ccccc2)c2ccccc12, C1CCOC1, CCCC[N+](CCCC)(CCCC)CCCC, [F-]. The product is O=C(NCCCCc1ccc(O)c2ccccc12)OCc1ccccc1. As a reaction SMILES: [C:19]([Si:20]([CH3:21])([CH3:22])[O:24][c:25]1[cH:26][cH:27][c:28]([CH2:35][CH2:36][CH2:37][CH2:38][NH:39][C:40]([O:41][CH2:42][c:43]2[cH:44][cH:45][cH:46][cH:47][cH:48]2)=[O:49])[c:29]2[cH:30][cH:31][cH:32][cH:33][c:34]12)([CH3:23])([CH3:50])[CH3:51].[CH2:52]1[O:53][CH2:54][CH2:55][CH2:56]1.[CH3:2][CH2:3][CH2:4][CH2:5][N+:6]([CH2:7][CH2:8][CH2:9][CH3:10])([CH2:11][CH2:12][CH2:13][CH3:14])[CH2:15][CH2:16][CH2:17][CH3:18].[F-:1]>>[OH:24][c:25]1[cH:26][cH:27][c:28]([CH2:35][CH2:36][CH2:37][CH2:38][NH:39][C:40]([O:41][CH2:42][c:43]2[cH:44][cH:45][cH:46][cH:47][cH:48]2)=[O:49])[c:29]2[cH:30][cH:31][cH:32][cH:33][c:34]12. Reactants: Cl (HCl), ClC1=CC=C(C=C1)CC(=O)Cl (4-chloro-phenylacetyl chloride), C1(=CC=CC=C1)NCC(=O)OCC (ethyl N-phenylglycinate), N1=CC=CC=C1 (pyridine). The product is ClC1=CC=C(C=C1)CC(=O)N(CC(=O)OCC)C1=CC=CC=C1 (ethyl N-(4-chlorophenylacetyl)-N-phenylglycinate). Run at time 72 hour. Procedure: Commercial 4-chloro-phenylacetyl chloride (0.95 g) was added dropwise to a stirred solution of commercial ethyl N-phenylglycinate (1 g) and dry pyridine (3 ml) in dichloromethane (20 ml) under nitrogen atmosphere at rt. After stirring for 72 h the mixture was poured into 10% HCl solution and extracted with ethyl acetate. The organic layer was washed with saturated NaCl solution, dried over MgSO4, and concentrated. The residue was purified by flash chromatography on silica gel (hexane/ethyl aceta... Run in ClCCl (dichloromethane). The yield is 57.0%. Reaction SMILES: [Cl:1][C:2]1[CH:7]=[CH:6][C:5]([CH2:8][C:9](Cl)=[O:10])=[CH:4][CH:3]=1.[C:12]1([NH:18][CH2:19][C:20]([O:22][CH2:23][CH3:24])=[O:21])[CH:17]=[CH:16][CH:15]=[CH:14][CH:13]=1.N1C=CC=CC=1.Cl>ClCCl>[Cl:1][C:2]1[CH:7]=[CH:6][C:5]([CH2:8][C:9]([N:18]([C:12]2[CH:17]=[CH:16][CH:15]=[CH:14][CH:13]=2)[CH2:19][C:20]([O:22][CH2:23][CH3:24])=[O:21])=[O:10])=[CH:4][CH:3]=1. Isolated yield 88.0%. The reactants are O (water), S(O)(O)(=O)=O (sulfuric acid), methyl propionyl acetate, [H-].[Na+] (sodium hydride), CCOCC (ether), C(CC)(=O)Cl (propionyl chloride). RXN SMILES: [H-].[Na+].[C:3](Cl)(=[O:6])[CH2:4][CH3:5].[OH2:8].S(=O)(=O)(O)O.C[CH2:15][O:16][CH2:17][CH3:18]>>[CH3:15][O:16][C:17]([CH:18]([C:3](=[O:6])[CH2:4][CH3:5])[C:3](=[O:6])[CH2:4][CH3:5])=[O:8] |f:0.1|. Reaction conditions: temperature 5 celsius, time 2 hour. The product is COC(=O)C(C(CC)=O)C(CC)=O (4-Methoxycarbonyl-3,5-heptanedione). Reported procedure: A solution of 6.5 g (50 mmol) of methyl propionyl acetate in 100 mL of ether was treated with 1.19 g (50 mmol) of sodium hydride and the mixture was stirred for 2 hours. The mixture was then cooled to 5° C. and 6.93 g (6.51 mL. 75 mmol) of propionyl chloride was added dropwise over 5 minutes. The reaction mixture was stirred overnight at room temperature and then poured into cold water. This mixture was acidified with sulfuric acid and the product was extracted into ether, washed with water and ... The product is C(CCC)[Sn](C=1C=C2N(N1)CCC2)(CCCC)CCCC (2-Tributylstannyl-5,6-Dihydro-4H-pyrrolo[1,2-b]pyrazole). Procedure: The title compound was prepared from 5,6-dihydro-4H-pyrrolo [1,2-c][1,2,3]oxadiazolone (prepared by the method described in Tet Letters, 24, (10), 1067, 1983) and ethynyltributyltin by the procedure described in Example 5, Preparation 3; δH (CDCl3)0.8-1.7 (27H, m), 2.62 (2H, q), 2.85 (2H, t), 4.17 (2H, t), 6.02 (1H, s). RXN SMILES: [NH:1]1[N:5]2[CH2:6][CH2:7][CH2:8][CH:4]2[C:3](=O)O1.[C:10]([Sn:12]([CH2:21][CH2:22][CH2:23][CH3:24])([CH2:17][CH2:18][CH2:19][CH3:20])[CH2:13][CH2:14][CH2:15][CH3:16])#C>>[CH2:21]([Sn:12]([CH2:13][CH2:14][CH2:15][CH3:16])([CH2:17][CH2:18][CH2:19][CH3:20])[C:10]1[CH:3]=[C:4]2[CH2:8][CH2:7][CH2:6][N:5]2[N:1]=1)[CH2:22][CH2:23][CH3:24]. The reactants are N1OC(C2N1CCC2)=O (5,6-dihydro-4H-pyrrolo [1,2-c][1,2,3]oxadiazolone), C(#C)[Sn](CCCC)(CCCC)CCCC (ethynyltributyltin). Starting materials: NC1=NC=C(C=C1N)[N+](=O)[O-] (2,3-Diamino-5-nitropyridine), [N+](=O)([O-])C1=CC=C(C=O)C=C1 (4-nitrobenzaldehyde). Solvent: [N+](=O)([O-])C1=CC=CC=C1 (nitrobenzene). Conditions: temperature 175 celsius. Product: [N+](=O)([O-])C=1C=NC2=C(C1)N=C(N2)C2=CC=C(C=C2)[N+](=O)[O-] (6-Nitro-2-(4-nitrophenyl)-3H-imidazo [4,5]pyridine). Isolated yield 80.8%. As a reaction SMILES: [NH2:1][C:2]1[C:7]([NH2:8])=[CH:6][C:5]([N+:9]([O-:11])=[O:10])=[CH:4][N:3]=1.[N+:12]([C:15]1[CH:22]=[CH:21][C:18]([CH:19]=O)=[CH:17][CH:16]=1)([O-:14])=[O:13]>[N+](C1C=CC=CC=1)([O-])=O>[N+:9]([C:5]1[CH:4]=[N:3][C:2]2[NH:1][C:19]([C:18]3[CH:21]=[CH:22][C:15]([N+:12]([O-:14])=[O:13])=[CH:16][CH:17]=3)=[N:8][C:7]=2[CH:6]=1)([O-:11])=[O:10]. Reported procedure: To a stirred solution of 2,3-diamino-5-nitropyridine (3) (400 mg, 2.6 mmol) in nitrobenzene (50 mL) was added 4-nitrobenzaldehyde (393 mg, 2.6 mmol) and the mixture heated at 175° C. for 24 h. The solvent was removed by distillation under reduced pressure and the resulting orange solid collected by filtration using CH3CN. The filter cake was washed with ether and air dried to give 4 as an orange solid (0.614 g, 2.1 mmol, 83%) that was used as is without further purification. 1H NMR (500 MHz, DMS...